This data is from the Open Reaction Database (ORD), a public repository of structured organic reaction records. The task is: describe an organic reaction: reactants, conditions, products, and yield The reactants are FC1=CC=C(C=C1)C(O)(C=1N(C=CN1)S(=O)(=O)C1=CC=C(C=C1)C)C1=CC=C(C=C1)F (α,α-bis(p-fluorophenyl)-1-(toluene-p-sulphonyl)imidazole-2-methanol), Cl (hydrochloric acid), N (ammonia). Run in O (water). The product is FC1=CC=C(C=C1)C(O)(C=1NC=CN1)C1=CC=C(C=C1)F (α,α-bis(p-fluorophenyl)imidazole-2-methanol). RXN SMILES: [F:1][C:2]1[CH:7]=[CH:6][C:5]([C:8]([C:25]2[CH:30]=[CH:29][C:28]([F:31])=[CH:27][CH:26]=2)([C:10]2[N:11](S(C3C=CC(C)=CC=3)(=O)=O)[CH:12]=[CH:13][N:14]=2)[OH:9])=[CH:4][CH:3]=1.Cl.N>O>[F:1][C:2]1[CH:3]=[CH:4][C:5]([C:8]([C:25]2[CH:30]=[CH:29][C:28]([F:31])=[CH:27][CH:26]=2)([C:10]2[NH:14][CH:13]=[CH:12][N:11]=2)[OH:9])=[CH:6][CH:7]=1. Reported procedure: A mixture of 10 g. (0.0227 mol) of α,α-bis(p-fluorophenyl)-1-(toluene-p-sulphonyl)imidazole-2-methanol, 34 ml. of 2 N hydrochloric acid solution (0.0681 mol) and 225 ml. of water was boiled under reflux for 5 hours. After cooling, the mixture was made alkaline by addition of ammonia. The base obtained was crystallised from isopropyl alcohol; its melting point was 198°-200° C. Conditions: temperature 0 celsius, time 15 hour. Starting materials: [H-].[Na+] (NaH), C(C#C)Br (propargyl bromide), [N+](=O)([O-])C1=C(C=CC(=C1)[N+](=O)[O-])NCCO (2-(2,4-dinitrophenylamino)ethanol). The product is [N+](=O)([O-])C1=C(NCCOCC#C)C=CC(=C1)[N+](=O)[O-] (2,4-dinitro-N-(2-(prop-2-ynyloxy)ethyl)aniline). Solvent: CN(C)C=O (DMF), C1(=CC=CC=C1)C (toluene), CN(C)C=O (DMF). Reaction SMILES: [N+:1]([C:4]1[CH:9]=[C:8]([N+:10]([O-:12])=[O:11])[CH:7]=[CH:6][C:5]=1[NH:13][CH2:14][CH2:15][OH:16])([O-:3])=[O:2].[H-].[Na+].[CH2:19](Br)[C:20]#[CH:21]>CN(C=O)C.C1(C)C=CC=CC=1>[N+:1]([C:4]1[CH:9]=[C:8]([N+:10]([O-:12])=[O:11])[CH:7]=[CH:6][C:5]=1[NH:13][CH2:14][CH2:15][O:16][CH2:21][C:20]#[CH:19])([O-:3])=[O:2] |f:1.2|. Procedure: 2-(2,4-dinitrophenylamino)ethanol (s-1a) (410 mg, 1.80 mmol, 1.0 equiv.) was dissolved in 3 mL of DMF and slowly added to a slurry of NaH (86.4 mg, 3.6 mmol, 2 equiv.) in 5 mL of DMF in a flame dried flask pre-cooled to 0° C. To the resulting slurry, 80% propargyl bromide (0.240 mL, 2.16 mmol, 1.2 equiv.) in toluene, cooled to 0° C., was added slowly. The ice bath was removed and the reaction was allowed to stir at room temperature for an additional 15 hours. The reaction was then re-cooled to 0... The yield is 64.9%. Starting materials: CCOP(=O)(CCCBr)OCC, CC(C)=O, [N-]=[N+]=[N-], [Na+]. Product: CCOP(=O)(CCCN=[N+]=[N-])OCC. RXN SMILES: [CH2:1]([CH3:2])[O:3][P:4]([O:5][CH2:6][CH3:7])(=[O:8])[CH2:9][CH2:10][CH2:11][Br:12].[CH3:17][C:18](=[O:19])[CH3:20].[N-:14]=[N+:15]=[N-:16].[Na+:13]>>[CH2:1]([CH3:2])[O:3][P:4]([O:5][CH2:6][CH3:7])(=[O:8])[CH2:9][CH2:10][CH2:11][N:14]=[N+:15]=[N-:16].